This data is from the Open Reaction Database (ORD), a public repository of structured organic reaction records. The task is: describe an organic reaction: reactants, conditions, products, and yield The reactants are [Li]CCCC, C1CCOC1, CC(=O)O, CCOC(C)=O, Cc1ccc(S(=O)(=O)OCC(F)(F)F)cc1. The product is Cc1ccc(S(=O)(=O)OC=C(F)F)cc1. Reaction SMILES: [CH2:1]([Li:2])[CH2:3][CH2:4][CH3:5].[CH2:32]1[O:33][CH2:34][CH2:35][CH2:36]1.[CH3:22][C:23](=[O:24])[OH:25].[CH3:26][CH2:27][O:28][C:29](=[O:30])[CH3:31].[F:6][C:7]([CH2:8][O:9][S:10](=[O:11])(=[O:12])[c:13]1[cH:14][cH:15][c:16]([CH3:19])[cH:17][cH:18]1)([F:20])[F:21]>>[F:6][C:7](=[CH:8][O:9][S:10](=[O:11])(=[O:12])[c:13]1[cH:14][cH:15][c:16]([CH3:19])[cH:17][cH:18]1)[F:20].